From a dataset of the Open Reaction Database (ORD), a public repository of structured organic reaction records. describe an organic reaction: reactants, conditions, products, and yield Reactants: Cl (hydrogen chloride), solution, ClC1=C(C=CC(=C1)C(NCC(=O)OC(C)(C)C)=O)NS(=O)(=O)C1CCCC=C1C(=O)OCC (Ethyl 6-[N-[2-chloro-4-(N-t-butoxycarbonylmethylcarbamoyl)phenyl]sulfamoyl]-1-cyclohexene-1-carboxylate). Run in C(C)(=O)OCC (ethyl acetate), C(C)(=O)OCC (ethyl acetate), C(C)(=O)OCC (ethyl acetate). Conditions: time 51 hour. Product: ClC1=C(C=CC(=C1)C(NCC(=O)OCC)=O)NS(=O)(=O)C1CCCC=C1C(=O)OCC (ethyl 6-[N-[2-chloro-4-(N-ethoxycarbonylmethylcarbamoyl)phenyl]sulfamoyl]-1-cyclohexene-1-carboxylate). The yield is 82.9%. Reaction SMILES: [Cl:1][C:2]1[CH:7]=[C:6]([C:8](=[O:18])[NH:9][CH2:10][C:11]([O:13][C:14](C)(C)[CH3:15])=[O:12])[CH:5]=[CH:4][C:3]=1[NH:19][S:20]([CH:23]1[C:28]([C:29]([O:31][CH2:32][CH3:33])=[O:30])=[CH:27][CH2:26][CH2:25][CH2:24]1)(=[O:22])=[O:21].Cl>C(OCC)(=O)C>[Cl:1][C:2]1[CH:7]=[C:6]([C:8](=[O:18])[NH:9][CH2:10][C:11]([O:13][CH2:14][CH3:15])=[O:12])[CH:5]=[CH:4][C:3]=1[NH:19][S:20]([CH:23]1[C:28]([C:29]([O:31][CH2:32][CH3:33])=[O:30])=[CH:27][CH2:26][CH2:25][CH2:24]1)(=[O:22])=[O:21]. Procedure: Ethyl 6-[N-[2-chloro-4-(N-t-butoxycarbonylmethylcarbamoyl)phenyl]sulfamoyl]-1-cyclohexene-1-carboxylate (23 mg) was dissolved in ethyl acetate (0.5 ml) and then admixed with a 4N solution of hydrogen chloride in ethyl acetate (1.8 ml) and the mixture was stirred at room temperature for 51 hours. The reaction mixture was diluted with ethyl acetate and then washed twice with saturated brine. The ethyl acetate layer was dried over magnesium sulfate and the solvent was distilled off under reduced pr... The reactants are COC(\C(\C1=CC=C(C=C1)OCCOC1=C(C=CC=C1C)COC(C(CC)(C)C)=O)=N/OC)=O ((Z)-4-[2-[2-[(2,2-dimethyl-1-oxobutoxy)methyl]-6-methylphenyloxy]ethoxy]-alpha-methoxyiminobenzeneacetic acid methyl ester), [OH-].[Na+] (sodium hydroxide). Solvent: CO (methanol). Conditions: time 8 hour. The product is CC(C(OCC1=C(C(=CC=C1)C)OCCOC1=CC=C(C=C1)/C(/C(=O)O)=N/OC)=O)(CC)C ((Z)-4-[2-[2-[(2,2-Dimethyl-1-oxobutoxy)methyl]-6methylphenyloxy]ethoxy]-alpha-methoxyiminobenzeneacetic acid). RXN SMILES: C[O:2][C:3](=[O:34])/[C:4](=[N:31]\[O:32][CH3:33])/[C:5]1[CH:10]=[CH:9][C:8]([O:11][CH2:12][CH2:13][O:14][C:15]2[C:20]([CH3:21])=[CH:19][CH:18]=[CH:17][C:16]=2[CH2:22][O:23][C:24](=[O:30])[C:25]([CH3:29])([CH3:28])[CH2:26][CH3:27])=[CH:7][CH:6]=1.[OH-].[Na+]>CO>[CH3:28][C:25]([CH3:29])([CH2:26][CH3:27])[C:24](=[O:30])[O:23][CH2:22][C:16]1[CH:17]=[CH:18][CH:19]=[C:20]([CH3:21])[C:15]=1[O:14][CH2:13][CH2:12][O:11][C:8]1[CH:7]=[CH:6][C:5](/[C:4](=[N:31]/[O:32][CH3:33])/[C:3]([OH:34])=[O:2])=[CH:10][CH:9]=1 |f:1.2|. Reported procedure: As in Example 19, (Z)-4-[2-[2-[(2,2-dimethyl-1-oxobutoxy)methyl]-6-methylphenyloxy]ethoxy]-alpha-methoxyiminobenzeneacetic acid methyl ester (0.231 g) in methanol (5 mL) was treated with 1N sodium hydroxide (0.54 mL) and the mixture was stirred overnight at room temperature. The usual work up gave 0.188 g of an oil which was purified by flash chromatography over silica gel (formic acid-diethyl ether 1:49) to yield 0.07 g of recovered starting ester along with 0.055 g of (Z)-4-[2-[2-[(2,2-dimethy... Starting materials: CCCC1CCC(C2CCC(CCCC=O)CC2)CC1, C1CCOC1, [Cl-], Fc1cccc(Br)c1F, [Mg], [NH4+]. The product is CCCC1CCC(C2CCC(CCC=Cc3cccc(F)c3F)CC2)CC1. RXN SMILES: [CH2:11]([CH2:12][CH3:13])[CH:14]1[CH2:15][CH2:16][CH:17]([CH:20]2[CH2:21][CH2:22][CH:23]([CH2:26][CH2:27][CH2:28][CH:29]=[O:30])[CH2:24][CH2:25]2)[CH2:18][CH2:19]1.[CH2:33]1[O:34][CH2:35][CH2:36][CH2:37]1.[Cl-:31].[F:2][c:3]1[c:4]([Br:10])[cH:5][cH:6][cH:7][c:8]1[F:9].[Mg:1].[NH4+:32]>>[F:2][c:3]1[c:4]([CH:29]=[CH:28][CH2:27][CH2:26][CH:23]2[CH2:22][CH2:21][CH:20]([CH:17]3[CH2:16][CH2:15][CH:14]([CH2:11][CH2:12][CH3:13])[CH2:19][CH2:18]3)[CH2:25][CH2:24]2)[cH:5][cH:6][cH:7][c:8]1[F:9]. Starting materials: C1=CN=C(NC1=O)N (Isocytosine), CC1=NC=C(C=C1)C=O (2-methyl-5-formyl pyridine), Cl (hydrochloric acid). The product is NC=1NC=C(C(N1)=O)C(O)C=1C=NC(=CC1)C (2-amino-5-((6-methyl-3-pyridyl)hydroxymethyl)-4(1H)-pyrimidinone). As a reaction SMILES: [CH:1]1[C:6](=[O:7])[NH:5][C:4]([NH2:8])=[N:3][CH:2]=1.[CH3:9][C:10]1[CH:15]=[CH:14][C:13]([CH:16]=[O:17])=[CH:12][N:11]=1.Cl>>[NH2:8][C:4]1[NH:3][CH:2]=[C:1]([CH:16]([C:13]2[CH:12]=[N:11][C:10]([CH3:9])=[CH:15][CH:14]=2)[OH:17])[C:6](=[O:7])[N:5]=1. Procedure: Isocytosine is reacted with 2-methyl-5-formyl pyridine in refluxing concentrated hydrochloric acid for 24 hours to give 2-amino-5-((6-methyl-3-pyridyl)hydroxymethyl)-4(1H)-pyrimidinone. Starting materials: C(C1=CC=CC=C1)OC(=O)NC=1C(=C(SC1Br)C1=CC=C(C=C1)Cl)C(=O)OC (Methyl 4-(((benzyloxy)carbonyl)amino)-5-bromo-2-(4-chlorophenyl)thiophene-3-carboxylate). The reagents and catalysts are [Pd] (Pd/C). Solvent: C(C)O.C(C)(=O)OCC.ClCCl (ethanol ethyl acetate dichloromethane). Reaction conditions: time 4 hour. Product: C(C1=CC=CC=C1)OC(=O)NC=1C(=C(SC1)C1=CC=C(C=C1)Cl)C(=O)OC (Methyl 4-(benzyloxycarbonylamino)-2-(4-chlorophenyl)thiophene-3-carboxylate). Yield: 64.5%. RXN SMILES: [CH2:1]([O:8][C:9]([NH:11][C:12]1[C:13]([C:25]([O:27][CH3:28])=[O:26])=[C:14]([C:18]2[CH:23]=[CH:22][C:21]([Cl:24])=[CH:20][CH:19]=2)[S:15][C:16]=1Br)=[O:10])[C:2]1[CH:7]=[CH:6][CH:5]=[CH:4][CH:3]=1>C(O)C.C(OCC)(=O)C.ClCCl.[Pd]>[CH2:1]([O:8][C:9]([NH:11][C:12]1[C:13]([C:25]([O:27][CH3:28])=[O:26])=[C:14]([C:18]2[CH:19]=[CH:20][C:21]([Cl:24])=[CH:22][CH:23]=2)[S:15][CH:16]=1)=[O:10])[C:2]1[CH:7]=[CH:6][CH:5]=[CH:4][CH:3]=1 |f:1.2.3|. Procedure: 10% Pd/C (13.7 mg, 13 μmol, 20 mol % Pd) was added to methyl 4-(benzyloxycarbonylamino)-2-(4-chlorophenyl)-5-bromothiophene-3-carboxylate (6) (31.0 mg, 64 μmol) in ethanol:ethyl acetate:dichloromethane (2:1:1, 2.0 mL). The mixture was degassed and placed under H2 (1 atm) and stirred for 4 h. The mixture was filtered through a 0.45 μm syringe filter and concentrated under reduced pressure. Flash chromatography (ISCO system, silica, 0-50% ethyl acetate in hexane) provided 7 (16.6 mg, 64%) as a sol... The reactants are BrC1=C(C=C(C=C1)NC(OC(C)(C)C)=O)OC(F)(F)F (1,1-Dimethylethyl {4-bromo-3-[(trifluoromethyl)oxy]phenyl}carbamate), BrC1=C(C=C(C=C1)NC(OC(C)(C)C)=O)OC(F)(F)F (1,1-Dimethylethyl {4-bromo-3-[(trifluoromethyl)oxy]phenyl}carbamate), C(#N)[Cu] (CuCN), FeCl3, C(#N)[Cu] (CuCN), Cl (HCl). Run in CN(C)C=O (DMF), O (water). Conditions: time 10 hour. Yields the product NC1=CC(=C(C#N)C=C1)OC(F)(F)F (4-Amino-2-[(trifluoromethyl)oxy]benzonitrile). The yield is 45.9%. RXN SMILES: Br[C:2]1[CH:7]=[CH:6][C:5]([NH:8]C(=O)OC(C)(C)C)=[CH:4][C:3]=1[O:16][C:17]([F:20])([F:19])[F:18].[C:21]([Cu])#[N:22].Cl>CN(C=O)C.O>[NH2:8][C:5]1[CH:6]=[CH:7][C:2]([C:21]#[N:22])=[C:3]([O:16][C:17]([F:18])([F:19])[F:20])[CH:4]=1. Procedure details: 1,1-Dimethylethyl {4-bromo-3-[(trifluoromethyl)oxy]phenyl}carbamate (Intermediate 50, 1.0 g, 2.8 mmol) was dissolved in dry DMF (25 mL). To this solution was added CuCN (1.0 g, 11.1 mmol), and the reaction mixture was heated to reflux for 5 h. A second portion of CuCN (500 mg, 5.6 mmol) was added and heating at reflux was continued for 10 h. The reaction mixture was cooled to room temperature, and FeCl3 was added. This was followed by 1N HCl at 0° C. and the mixture was stirred for 2 hr at room ... Starting materials: ClC1=CC(=NC=N1)OCCO (2-(6-chloropyrimidin-4-yloxy)ethanol), [N-]=[N+]=[N-].[Na+] (sodium azide), O (water). Run in CN(C=O)C (dimethylformamide). Reaction conditions: temperature 70 celsius, time 20 hour. Product: N(=[N+]=[N-])C1=CC(=NC=N1)OCCO (2-(6-azidopyrimidin-4-yloxy)ethanol). Isolated yield 28.9%. As a reaction SMILES: Cl[C:2]1[N:7]=[CH:6][N:5]=[C:4]([O:8][CH2:9][CH2:10][OH:11])[CH:3]=1.[N-:12]=[N+:13]=[N-:14].[Na+].O>CN(C)C=O>[N:12]([C:2]1[N:7]=[CH:6][N:5]=[C:4]([O:8][CH2:9][CH2:10][OH:11])[CH:3]=1)=[N+:13]=[N-:14] |f:1.2|. Procedure: To a solution of 2-(6-chloropyrimidin-4-yloxy)ethanol (5.61 g) in dimethylformamide (60 ml) is added sodium azide (4.18 g), and the mixture is stirred at 70° C. for 20 hours. After cooling, the reaction solution is treated with water, and extracted with ethyl acetate. The ethyl acetate layer is dried, and evaporated to remove the solvent. The residue is purified by silica gel column chromatography (solvent; hexane/ethyl acetate=1:1) to give 2-(6-azidopyrimidin-4-yloxy)ethanol (1.68 g).